Dataset: the Open Reaction Database (ORD), a public repository of structured organic reaction records. Task: describe an organic reaction: reactants, conditions, products, and yield RXN SMILES: [Cl:1][C:2]1[CH:3]=[C:4]2[C@@:10]3([CH2:14][CH2:13][N:12](C(OC(C)(C)C)=O)[CH2:11]3)[CH2:9][N:8]([C:22](=[O:30])[NH:23][C:24]3[S:25][C:26]([Cl:29])=[CH:27][N:28]=3)[C:5]2=[CH:6][CH:7]=1.[C:31]([O:34][CH2:35][C:36](Cl)=[O:37])(=[O:33])[CH3:32]>>[C:31]([O:34][CH2:35][C:36]([N:12]1[CH2:13][CH2:14][C@@:10]2([C:4]3[C:5](=[CH:6][CH:7]=[C:2]([Cl:1])[CH:3]=3)[N:8]([C:22](=[O:30])[NH:23][C:24]3[S:25][C:26]([Cl:29])=[CH:27][N:28]=3)[CH2:9]2)[CH2:11]1)=[O:37])(=[O:33])[CH3:32]. Reported procedure: The captioned compound was obtained in the form of a white solid by performing the same reactions and/or treatments as those in Examples 2 and 3, with the exceptions that (S)-t-butyl 5-chloro-1-((5-chlorothiazol-2-yl)carbamoyl)spiro[indoline-3,3′-pyrrolidine]-1′-carboxylate was used instead of t-butyl 5-bromo-1-((5-chlorothiazol-2-yl)carbamoyl)spiro[indoline-3,3′-pyrrolidine]-1′-carboxylate, and that acetoxyacetyl chloride was used instead of acetyl chloride. The reactants are ClC=1C=C2C(=CC1)N(C[C@@]21CN(CC1)C(=O)OC(C)(C)C)C(NC=1SC(=CN1)Cl)=O ((S)-t-butyl 5-chloro-1-((5-chlorothiazol-2-yl)carbamoyl)spiro[indoline-3,3′-pyrrolidine]-1′-carboxylate), C(C)(=O)OCC(=O)Cl (acetoxyacetyl chloride). Product: C(C)(=O)OCC(=O)N1C[C@]2(CC1)CN(C1=CC=C(C=C12)Cl)C(NC=1SC(=CN1)Cl)=O ((R)-2-(5-chloro-1-((5-chlorothiazol-2-yl)carbamoyl)spiro[indoline-3,3′-pyrrolidin]-1′-yl)-2-oxoethyl acetate).